The task is: describe an organic reaction: reactants, conditions, products, and yield. This data is from the Open Reaction Database (ORD), a public repository of structured organic reaction records. The reactants are C(C)(=O)NC1=CC=C(C(=O)O)C=C1 (p-acetamidobenzoic acid), O1CCCC1 (tetrahydrofuran), C(C(C)C)OC(=O)Cl (isobutylchloroformate), C1=CC(=CC=C1N)O (p-aminophenol). Solvent: O (water), C(C)N(CC)CC (triethylamine), N1=CC=CC=C1 (pyridine). Product: C(C)(=O)NC1=CC=C(C(=O)NC2=CC=C(C=C2)O)C=C1 (p-(p-Acetamidobenzamido)phenol). RXN SMILES: [C:1]([NH:4][C:5]1[CH:13]=[CH:12][C:8]([C:9]([OH:11])=O)=[CH:7][CH:6]=1)(=[O:3])[CH3:2].O1CCCC1.C(OC(Cl)=O)C(C)C.[CH:27]1[C:32]([NH2:33])=[CH:31][CH:30]=[C:29]([OH:34])[CH:28]=1>O.N1C=CC=CC=1.C(N(CC)CC)C>[C:1]([NH:4][C:5]1[CH:6]=[CH:7][C:8]([C:9]([NH:33][C:32]2[CH:27]=[CH:28][C:29]([OH:34])=[CH:30][CH:31]=2)=[O:11])=[CH:12][CH:13]=1)(=[O:3])[CH3:2]. Procedure: A solution of p-acetamidobenzoic acid (12.5 g.) in 250 ml. of tetrahydrofuran is treated with triethylamine (11.1 ml.). The mixture is then treated with isobutylchloroformate (10.4 ml.) and, after 5 min. at about 25° C., with p-aminophenol (13.3 g.) in 80 ml. of dry pyridine. After 40 min. the crude product is obtained by addition of 2 liters of water. The product is recrystallized from 500 ml. of hot methanol by dilution with 300 ml. of water as white crystals, 5.9 g., melting point 275.0°-277....